This data is from the Open Reaction Database (ORD), a public repository of structured organic reaction records. The task is: describe an organic reaction: reactants, conditions, products, and yield As a reaction SMILES: [CH3:37][S:38]([CH3:39])=[O:40].[CH3:41][OH:42].[Cl:2][c:3]1[cH:4][cH:5][n:6][cH:7][cH:8]1.[ClH:1].[H-:9].[I-:31].[Na+:10].[Na+:30].[Na+:36].[O-:32][C:33]([OH:34])=[O:35].[OH:11][CH:12]1[CH2:13][CH2:14][C:15]2([CH2:16][CH2:17][N:18]([C:21](=[O:22])[O:23][C:24]([CH3:25])([CH3:26])[CH3:27])[CH2:19][CH2:20]2)[CH2:28][CH2:29]1>>[c:3]1([O:11][CH:12]2[CH2:13][CH2:14][C:15]3([CH2:16][CH2:17][N:18]([C:21](=[O:22])[O:23][C:24]([CH3:25])([CH3:26])[CH3:27])[CH2:19][CH2:20]3)[CH2:28][CH2:29]2)[cH:4][cH:5][n:6][cH:7][cH:8]1. Reactants: CS(C)=O, CO, Clc1ccncc1, Cl, [H-], [I-], [Na+], [Na+], [Na+], O=C([O-])O, CC(C)(C)OC(=O)N1CCC2(CCC(O)CC2)CC1. Product: CC(C)(C)OC(=O)N1CCC2(CCC(Oc3ccncc3)CC2)CC1. The reactants are C(CCC)[Li] (n-butyllithium), FC1=C(C(=O)Cl)C(=C(C(=C1F)F)F)C (2,3,4,5-tetrafluoro-6-methylbenzoyl chloride), C(C)OC(CC(=O)O)=O (malonic acid monoethylester), N1=C(C=CC=C1)C1=NC=CC=C1 (bipyridyl), C(CCC)[Li] (n-butyllithium), Cl (hydrochloric acid). The solvent is C1CCOC1 (THF), C1CCOC1 (THF). Run at temperature -5 celsius, time 10 minute. The product is FC1=C(C(=C(C(=C1F)F)F)C)C(CC(=O)OCC)=O (Ethyl 3-(2,3,4,5-tetrafluoro-6-methylphenyl)-β-oxopropanoate). Isolated yield 76.0%. As a reaction SMILES: [CH2:1]([O:3][C:4](=[O:9])[CH2:5][C:6]([OH:8])=O)[CH3:2].N1C=CC=CC=1C1C=CC=CN=1.C([Li])CCC.[F:27][C:28]1[C:36]([F:37])=[C:35]([F:38])[C:34]([F:39])=[C:33]([CH3:40])[C:29]=1C(Cl)=O.Cl>C1COCC1>[F:27][C:28]1[C:36]([F:37])=[C:35]([F:38])[C:34]([F:39])=[C:33]([CH3:40])[C:29]=1[C:6](=[O:8])[CH2:5][C:4]([O:3][CH2:1][CH3:2])=[O:9]. Reported procedure: A solution of 10.1 g (76.5 mmol) of malonic acid monoethylester, bipyridyl (catalytic), and 200 mL of dry THF was cooled to -35° C. under argon, treated with 52 mL of 1.5M n-butyllithium (78 mmol), and warmed to -5° C. To this mixture was added 52 mL of 1.5M n-butyllithium (78 mmol) until a pale pink color persisted for 10 minutes. The suspension was cooled to -78° C. and was treated with a solution of 8.8 g (38.8 mmol) of 2,3,4,5-tetrafluoro-6-methylbenzoyl chloride in 100 mL of dry THF. The re... Starting materials: O=C([O-])O, O=C(Cl)OCc1ccccc1, Cl, Cl, Nc1ncnc2c1c(I)nn2C1CCNCC1, [Na+], C1COCCO1, O. The product is Nc1ncnc2c1c(I)nn2C1CCN(C(=O)OCc2ccccc2)CC1. RXN SMILES: [C:20](=[O:21])([OH:22])[O-:23].[CH2:25]([c:26]1[cH:27][cH:28][cH:29][cH:30][cH:31]1)[O:32][C:33](=[O:34])[Cl:35].[ClH:1].[ClH:2].[I:3][c:4]1[n:5][n:6]([CH:14]2[CH2:15][CH2:16][NH:17][CH2:18][CH2:19]2)[c:7]2[n:8][cH:9][n:10][c:11]([NH2:13])[c:12]12.[Na+:24].[O:37]1[CH2:38][CH2:39][O:40][CH2:41][CH2:42]1.[OH2:36]>>[I:3][c:4]1[n:5][n:6]([CH:14]2[CH2:15][CH2:16][N:17]([C:33]([O:32][CH2:25][c:26]3[cH:27][cH:28][cH:29][cH:30][cH:31]3)=[O:34])[CH2:18][CH2:19]2)[c:7]2[n:8][cH:9][n:10][c:11]([NH2:13])[c:12]12. The reactants are O[C@@H]1CNCC1 (3-(S)-hydroxypyrrolidine), ClC1=NC=C(C=C1)O (2-chloro-5-hydroxypyridine). Yields the product ClC1=NC=C(C=C1)O[C@H]1CNCC1 (2-chloro-5-(3-(R)-pyrrolidinyloxy)-pyridine). As a reaction SMILES: [OH:1][C@H:2]1[CH2:6][CH2:5][NH:4][CH2:3]1.[Cl:7][C:8]1[CH:13]=[CH:12][C:11](O)=[CH:10][N:9]=1>>[Cl:7][C:8]1[CH:13]=[CH:12][C:11]([O:1][C@@H:2]2[CH2:6][CH2:5][NH:4][CH2:3]2)=[CH:10][N:9]=1. Reported procedure: By the procedure of Example 2, employing the appropriate 3-(S)-hydroxypyrrolidine in place of 3-hydroxypyrrolidine and 2-chloro-5-hydroxypyridine in place of 3-hydroxypyridine, 2-chloro-5-(3-(R)-pyrrolidinyloxy)-pyridine was produced as a clear oil: 1H NMR (300 MHz, CD3OD) δ8.10 (1H, s), 7.50 (1H, dd, J=2.3, 8.8 Hz), 7.40 (1H, d, J=8.8 Hz), 5.28 (1H, s), 3.63-3.31 (4H, m), 2.34 (2H, m). Reactants: C1(CCC1)OC=1C=CC(=C(C1)C=1C=C(C(=O)NCC2=CC(=CC=C2)C(F)(F)F)C=CN1)[N+](=O)[O-] (2-(5-cyclobutoxy-2-nitrophenyl)-N-(3-(trifluoromethyl)benzyl)isonicotinamide). The reagents and catalysts are [Pd] (Pd/C). Solvent: CO (methanol). Conditions: time 2 hour. The product is NC1=C(C=C(C=C1)OC1CCC1)C=1C=C(C(=O)NCC2=CC(=CC=C2)C(F)(F)F)C=CN1 (2-(2-amino-5-cyclobutoxyphenyl)-N-(3-(trifluoromethyl)benzyl)-isonicotinamide). Yield: 79.2%. RXN SMILES: [CH:1]1([O:5][C:6]2[CH:7]=[CH:8][C:9]([N+:32]([O-])=O)=[C:10]([C:12]3[CH:13]=[C:14]([CH:29]=[CH:30][N:31]=3)[C:15]([NH:17][CH2:18][C:19]3[CH:24]=[CH:23][CH:22]=[C:21]([C:25]([F:28])([F:27])[F:26])[CH:20]=3)=[O:16])[CH:11]=2)[CH2:4][CH2:3][CH2:2]1>[Pd].CO>[NH2:32][C:9]1[CH:8]=[CH:7][C:6]([O:5][CH:1]2[CH2:2][CH2:3][CH2:4]2)=[CH:11][C:10]=1[C:12]1[CH:13]=[C:14]([CH:29]=[CH:30][N:31]=1)[C:15]([NH:17][CH2:18][C:19]1[CH:24]=[CH:23][CH:22]=[C:21]([C:25]([F:26])([F:27])[F:28])[CH:20]=1)=[O:16]. Procedure details: A mixture of 62 mg of 2-(5-cyclobutoxy-2-nitrophenyl)-N-(3-(trifluoromethyl)benzyl)isonicotinamide, 10 mg of 10% Pd/C, and 4 mL of methanol was stirred for 2 h under a hydrogen atmosphere. The mixture was filtered and concentrated to give 46 mg of product. Product: [I-], C[n+]1cccc2ccccc21. Reaction SMILES: [CH3:11][I:12].[O:13]1[CH2:14][CH2:15][O:16][CH2:17][CH2:18]1.[cH:1]1[cH:2][cH:3][c:4]2[n:5][cH:6][cH:7][cH:8][c:9]2[cH:10]1>>[I-:12].[cH:1]1[cH:2][cH:3][c:4]2[n+:5]([CH3:11])[cH:6][cH:7][cH:8][c:9]2[cH:10]1. Reactants: CI, C1COCCO1, c1ccc2ncccc2c1. Reactants: CC(C)=O, CSc1ncc(C)c(-c2cccs2)n1, O. Yields the product Cc1cnc(S(C)(=O)=O)nc1-c1cccs1. Reaction SMILES: [CH3:16][C:17]([CH3:18])=[O:19].[CH3:1][c:2]1[c:3](-[c:10]2[s:11][cH:12][cH:13][cH:14]2)[n:4][c:5]([S:8][CH3:9])[n:6][cH:7]1.[OH2:15]>>[CH3:1][c:2]1[c:3](-[c:10]2[s:11][cH:12][cH:13][cH:14]2)[n:4][c:5]([S:8]([CH3:9])(=[O:15])=[O:19])[n:6][cH:7]1.